Dataset: the Open Reaction Database (ORD), a public repository of structured organic reaction records. Task: describe an organic reaction: reactants, conditions, products, and yield Reactants: C([C@@H]1[C@H]([C@@H]([C@H]([C@H](O1)O[C@@H]2[C@H](O[C@H]([C@@H]([C@H]2O)O)O)CO)O)O)O)O (maltose), N(CCO)CCO (diethanolamine), ClC(C(=O)O)(Cl)Cl (trichloroacetic acid). Yields the product C([C@@H]1[C@H]([C@@H]([C@H]([C@H](O1)O[C@@H]2[C@@H]([C@H]([C@@H]([C@H](O2)CO)O)O)O)O)O)O)O (trehalose). RXN SMILES: [CH2:1]([OH:23])[C@H:2]1[O:7][C@H:6]([O:8][C@H:9]2[C@H:14]([OH:15])[C@@H:13]([OH:16])[C@H:12]([OH:17])O[C@@H]2CO)[C@H:5]([OH:20])[C@@H:4]([OH:21])[C@@H:3]1[OH:22].N([CH2:28][CH2:29][OH:30])CCO.ClC(Cl)(Cl)C(O)=[O:34]>>[CH2:29]([OH:30])[C@H:28]1[O:34][C@H:9]([O:8][C@H:6]2[O:7][C@H:2]([CH2:1][OH:23])[C@@H:3]([OH:22])[C@H:4]([OH:21])[C@H:5]2[OH:20])[C@H:14]([OH:15])[C@@H:13]([OH:16])[C@@H:12]1[OH:17]. Reported procedure: Transformed E. coli ATCC35467/pCJ121, ATCC35467/pCJ122 and ATCC35467/pCJ123 were cultured on an LB-Ap medium until the early resting stage. The cells were recovered by centrifuigation and washed twice with an appropriate volume of 20 mM diethanolamine solution. The washed cells were suspended in an appropriate volume of 20 mM diethanolamine solution and crushed by ultrasonicater. The crushed cells were centrifuged and the supematant obtained therefrom was used as enzymatic liquid. The supematant... The reactants are BrC=1C=CC2=C(C=C(CCN2C=O)C(=O)OC)C1 (methyl 7-bromo-1-formyl-2,3-dihydro-1H-1-benzazepine-4-carboxylate), B(OC1=CC=C(C=C1)N(C)CCOCC)([O-])[O-] (4-[N-(2-ethoxyethyl)-N-methylamino]phenyl borate), C([O-])([O-])=O.[K+].[K+] (potassium carbonate), O (water). Reagents/catalysts: C=1C=CC(=CC1)[P](C=2C=CC=CC2)(C=3C=CC=CC3)[Pd]([P](C=4C=CC=CC4)(C=5C=CC=CC5)C=6C=CC=CC6)([P](C=7C=CC=CC7)(C=8C=CC=CC8)C=9C=CC=CC9)[P](C=1C=CC=CC1)(C=1C=CC=CC1)C=1C=CC=CC1 (tetrakis(triphenylphosphine)palladium). The solvent is C1(=CC=CC=C1)C (toluene), C(C)O (ethanol). Run at time 30 minute. Yields the product C(C)OCCN(C)C1=CC=C(C=C1)C=1C=CC2=C(C=C(CCN2C=O)C(=O)OC)C1 (methyl 7-[4-[N-(2-ethoxyethyl)-N-methylamino]phenyl]-1-formyl-2,3-dihydro-1H-1-benzazepine-4-carboxylate). Isolated yield 83.5%. Reaction SMILES: Br[C:2]1[CH:3]=[CH:4][C:5]2[N:11]([CH:12]=[O:13])[CH2:10][CH2:9][C:8]([C:14]([O:16][CH3:17])=[O:15])=[CH:7][C:6]=2[CH:18]=1.B([O-])([O-])O[C:21]1[CH:26]=[CH:25][C:24]([N:27]([CH2:29][CH2:30][O:31][CH2:32][CH3:33])[CH3:28])=[CH:23][CH:22]=1.C(=O)([O-])[O-].[K+].[K+].O>C1C=CC([P]([Pd]([P](C2C=CC=CC=2)(C2C=CC=CC=2)C2C=CC=CC=2)([P](C2C=CC=CC=2)(C2C=CC=CC=2)C2C=CC=CC=2)[P](C2C=CC=CC=2)(C2C=CC=CC=2)C2C=CC=CC=2)(C2C=CC=CC=2)C2C=CC=CC=2)=CC=1.C1(C)C=CC=CC=1.C(O)C>[CH2:32]([O:31][CH2:30][CH2:29][N:27]([C:24]1[CH:25]=[CH:26][C:21]([C:2]2[CH:3]=[CH:4][C:5]3[N:11]([CH:12]=[O:13])[CH2:10][CH2:9][C:8]([C:14]([O:16][CH3:17])=[O:15])=[CH:7][C:6]=3[CH:18]=2)=[CH:22][CH:23]=1)[CH3:28])[CH3:33] |f:2.3.4,^1:46,48,67,86|. Reported procedure: A mixture of methyl 7-bromo-1-formyl-2,3-dihydro-1H-1-benzazepine-4-carboxylate (0.2 g), 4-[N-(2-ethoxyethyl)-N-methylamino]phenyl borate (0.17 g), potassium carbonate (0.2 g), water (1.1 ml), ethanol (1.1 ml) and toluene (10.7 ml) was stirred under argon atmosphere at room temperature for 30 minutes. To the mixture was added tetrakis(triphenylphosphine)palladium (0.03 g), and the mixture was refluxed overnight under argon atmosphere and extracted with ethyl acetate. The organic layer was washed... The reactants are ClC1=NC2=CC=C(C=C2C(=N1)Cl)Cl (2,4,6-trichloroquinazoline), bis-trifluoroacetic acid, NCC(=O)N[C@@H]1[C@@H](C[C@@H](CC1)N(C(C)C)CC)COC (2-amino-N-((1S,2R,4R)-4-(ethyl(isopropyl)amino)-2-(methoxymethyl)cyclohexyl)acetamide), C(C)(C)N(CC)C(C)C (diisopropylethylamine). As a reaction SMILES: [Cl:1][C:2]1[N:11]=[C:10](Cl)[C:9]2[C:4](=[CH:5][CH:6]=[C:7]([Cl:13])[CH:8]=2)[N:3]=1.[NH2:14][CH2:15][C:16]([NH:18][C@H:19]1[CH2:24][CH2:23][C@@H:22]([N:25]([CH2:29][CH3:30])[CH:26]([CH3:28])[CH3:27])[CH2:21][C@H:20]1[CH2:31][O:32][CH3:33])=[O:17].C(N(C(C)C)CC)(C)C>O1CCCC1>[Cl:1][C:2]1[N:11]=[C:10]([NH:14][CH2:15][C:16]([NH:18][C@H:19]2[CH2:24][CH2:23][C@@H:22]([N:25]([CH2:29][CH3:30])[CH:26]([CH3:28])[CH3:27])[CH2:21][C@H:20]2[CH2:31][O:32][CH3:33])=[O:17])[C:9]2[C:4](=[CH:5][CH:6]=[C:7]([Cl:13])[CH:8]=2)[N:3]=1. Reaction conditions: time 8 hour. Yields the product bis-trifluoroacetic acid, ClC1=NC2=CC=C(C=C2C(=N1)NCC(=O)N[C@@H]1[C@@H](C[C@@H](CC1)N(C(C)C)CC)COC)Cl (2-(2,6-dichloroquinazolin-4-ylamino)-N-((1S,2R,4R)-4-(ethyl(isopropyl)amino)-2-(methoxymethyl)cyclohexyl)acetamide). Procedure: A solution of 2,4,6-trichloroquinazoline (103 mg) and the bis-trifluoroacetic acid salt of 2-amino-N-((1S,2R,4R)-4-(ethyl(isopropyl)amino)-2-(methoxymethyl)cyclohexyl)acetamide (152 mg) in tetrahydrofuran (3 mL) was treated with diisopropylethylamine (0.31 mL) and the mixture was stirred overnight at rt. The mixture was concentrated and purified by reverse phase HPLC and lyophilization to provide the bis-trifluoroacetic acid salt of the title compound, 2-(2,6-dichloroquinazolin-4-ylamino)-N-((1S... Solvent: O1CCCC1 (tetrahydrofuran). Yields the product Cl.NC1CCN(CC1)C=1SC(=C(N1)COC)C(=O)OCC (Ethyl 2-(4-aminopiperidin-1-yl)-4-(methoxymethyl)-1,3-thiazole-5-carboxylate hydrochloride). Reactants: Intermediate 126, NC(=S)N1CCC(CC1)NC(OC(C)(C)C)=O (tert-butyl [1-(aminocarbonothioyl)piperidin-4-yl]carbamate), NC(=S)N1CCC(CC1)NC(OC(C)(C)C)=O (tert-butyl [1-(aminocarbonothioyl)piperidin-4-yl]carbamate), ClC(C(=O)OCC)C(COC)=O (ethyl 2-chloro-4-methoxy-3-oxobutanoate), ClC(C(=O)OCC)C(COC)=O (ethyl 2-chloro-4-methoxy-3-oxobutanoate). RXN SMILES: [NH2:1][C:2]([N:4]1[CH2:9][CH2:8][CH:7]([NH:10]C(=O)OC(C)(C)C)[CH2:6][CH2:5]1)=[S:3].[Cl:18][CH:19]([C:25](=O)[CH2:26][O:27][CH3:28])[C:20]([O:22][CH2:23][CH3:24])=[O:21]>>[ClH:18].[NH2:10][CH:7]1[CH2:6][CH2:5][N:4]([C:2]2[S:3][C:19]([C:20]([O:22][CH2:23][CH3:24])=[O:21])=[C:25]([CH2:26][O:27][CH3:28])[N:1]=2)[CH2:9][CH2:8]1 |f:2.3|. Procedure details: The title compound was prepared in a manner analogous to Intermediate 126 starting from tert-butyl [1-(aminocarbonothioyl)piperidin-4-yl]carbamate (Intermediate 125) and ethyl 2-chloro-4-methoxy-3-oxobutanoate (Intermediate 6). Reactants: CCOC(C)=O, CC#N, O=C(O)Cc1ccc([N+](=O)[O-])c(Oc2ccccc2)c1F. Product: Cc1ccc([N+](=O)[O-])c(Oc2ccccc2)c1F. Reaction SMILES: [CH3:22][CH2:23][O:24][C:25](=[O:26])[CH3:27].[CH3:28][C:29]#[N:30].[F:1][c:2]1[c:3]([CH2:18][C:19]([OH:20])=[O:21])[cH:4][cH:5][c:6]([N+:15](=[O:16])[O-:17])[c:7]1[O:8][c:9]1[cH:10][cH:11][cH:12][cH:13][cH:14]1>>[F:1][c:2]1[c:3]([CH3:18])[cH:4][cH:5][c:6]([N+:15](=[O:16])[O-:17])[c:7]1[O:8][c:9]1[cH:10][cH:11][cH:12][cH:13][cH:14]1. Reactants: [OH-].[Na+] (sodium hydroxide), ClC1=NC=CC2=CC(=C(C=C12)C)OC (1-chloro-6-methoxy-7-methyl-isoquinoline), C1(=CC=CC=C1)O (phenol), [OH-].[K+] (potassium hydroxide). Run in C=1(C(=CC=CC1)C)C (xylene). Product: COC=1C=C2C=CN=C(C2=CC1C)OC1=CC=CC=C1 (6-methoxy-7-methyl-1-phenoxyisoquinoline). Yield: 19.6%. Reaction SMILES: Cl[C:2]1[C:11]2[C:6](=[CH:7][C:8]([O:13][CH3:14])=[C:9]([CH3:12])[CH:10]=2)[CH:5]=[CH:4][N:3]=1.[C:15]1([OH:21])[CH:20]=[CH:19][CH:18]=[CH:17][CH:16]=1.[OH-].[K+].[OH-].[Na+]>C1(C)C(C)=CC=CC=1>[CH3:14][O:13][C:8]1[CH:7]=[C:6]2[C:11](=[CH:10][C:9]=1[CH3:12])[C:2]([O:21][C:15]1[CH:20]=[CH:19][CH:18]=[CH:17][CH:16]=1)=[N:3][CH:4]=[CH:5]2 |f:2.3,4.5|. Procedure: A mixture of 1-chloro-6-methoxy-7-methyl-isoquinoline (9 g, 43.48 mol), phenol (16.3 g), potassium hydroxide (9.45 g) and xylene (100 ml) was refluxed for 4 days. The reaction mixture was poured out into aqueous sodium hydroxide (4 M) and the xylene layer separated. The aqueous layer was extracted twice with toluene. The combined organic layers were dried (Na2SO4) and concentrated in vacuo to give a residue. The residue was purified by flash chromatography using dichloromethane gave 6-methoxy-7-...